From a dataset of the Open Reaction Database (ORD), a public repository of structured organic reaction records. describe an organic reaction: reactants, conditions, products, and yield Reactants: CCN=C=NCCCN(C)C, O=CO, ClCCl, Cl, COC(=O)c1ccc(N)cc1, [Na+], [Na+], [OH-], O=C([O-])O. Yields the product COC(=O)c1ccc(NC=O)cc1. Reaction SMILES: [CH2:13]([N:14]=[C:15]=[N:16][CH2:17][CH2:18][CH2:19][N:20]([CH3:21])[CH3:22])[CH3:23].[CH:34]([OH:35])=[O:36].[Cl:31][CH2:32][Cl:33].[ClH:12].[NH2:1][c:2]1[cH:3][cH:4][c:5]([C:6](=[O:7])[O:8][CH3:9])[cH:10][cH:11]1.[Na+:24].[Na+:30].[OH-:29].[OH:25][C:26](=[O:27])[O-:28]>>[NH:1]([c:2]1[cH:3][cH:4][c:5]([C:6](=[O:7])[O:8][CH3:9])[cH:10][cH:11]1)[CH:26]=[O:25]. Reactants: C(C1=CC=CC=C1)(=O)O (benzoic acid), N1CCCCC1 (piperidine), ClC1=C(CNC=2SCC(N2)=O)C(=CC=C1)C (2-(2-chloro-6-methyl-benzylamino)-thiazol-4-one), N1=CC=CC2=NC(=CC=C12)C=O (1,5-naphthyridine-6-carboxaldehyde). Solvent: C1(=CC=CC=C1)C (toluene), C1(=CC=CC=C1)C (toluene). Reaction conditions: temperature 130 celsius. Yields the product ClC1=C(CNC=2SC(C(N2)=O)=CC2=NC3=CC=CN=C3C=C2)C(=CC=C1)C (2-(2-chloro-6-methyl-benzylamino)-5-[1,5]naphthyridin-2-ylmethylene-thiazol-4-one). Yield: 52.1%. As a reaction SMILES: [Cl:1][C:2]1[CH:15]=[CH:14][CH:13]=[C:12]([CH3:16])[C:3]=1[CH2:4][NH:5][C:6]1[S:7][CH2:8][C:9](=[O:11])[N:10]=1.[N:17]1[C:26]2[C:21](=[N:22][C:23]([CH:27]=O)=[CH:24][CH:25]=2)[CH:20]=[CH:19][CH:18]=1.C(O)(=O)C1C=CC=CC=1.N1CCCCC1>C1(C)C=CC=CC=1>[Cl:1][C:2]1[CH:15]=[CH:14][CH:13]=[C:12]([CH3:16])[C:3]=1[CH2:4][NH:5][C:6]1[S:7][C:8](=[CH:27][C:23]2[CH:24]=[CH:25][C:26]3[C:21](=[CH:20][CH:19]=[CH:18][N:17]=3)[N:22]=2)[C:9](=[O:11])[N:10]=1. Procedure details: To a suspension of 2-(2-chloro-6-methyl-benzylamino)-thiazol-4-one (40.8 mg, 0.16 mmol), and 1,5-naphthyridine-6-carboxaldehyde (31.6 mg, 0.2 mmol) in toluene (1 mL) in a microwave tube were added benzoic acid (2.0 mg, 0.02 mmol) and piperidine (1.7 uM, 0.02 mmol). The reaction mixture was heated to 130° C. with microwave for 15 min., then cooled to r.t. and diluted with toluene. The solid was collected by filtration and washed with toluene, MeOH and ether to give 2-(2-chloro-6-methyl-benzylamin...